This data is from the Open Reaction Database (ORD), a public repository of structured organic reaction records. The task is: describe an organic reaction: reactants, conditions, products, and yield The reactants are BrC1=CC(=C(COC2=C(C=C(C=C2)C(CN2CCN(CC2)C)C2(CCCCC2)O)Cl)C=C1)F (1-{1-[4-[(4-bromo-2-fluorobenzyl)oxy}-3-chlorophenyl]-2-(4-methylpiperazin-1-yl)ethyl]cyclohexanol), Cl.Cl.ClC=1C=C(C=CC1OCC1=C(C=CC=C1)C(F)(F)F)C(CN1CCNCC1)C1(CCCCC1)O (1-[1-(3-chloro-4-{[2-(trifluoromethyl)benzyl]oxy}phenyl)-2-piperazin-1-ylethyl]cyclohexanol Dihydrochloride). Product: Cl.Cl.BrC1=CC(=C(COC2=C(C=C(C=C2)C(CN2CCN(CC2)C)C2(CCCCC2)O)Cl)C=C1)F (1-[1-{4-[(4-bromo-2-fluorobenzyl)oxy]-3-chlorophenyl}-2-(4-methylpiperazin-1-yl)ethyl]cyclohexanol Dihydrochloride). As a reaction SMILES: [Br:1][C:2]1[CH:32]=[CH:31][C:5]([CH2:6][O:7][C:8]2[CH:13]=[CH:12][C:11]([CH:14]([C:23]3([OH:29])[CH2:28][CH2:27][CH2:26][CH2:25][CH2:24]3)[CH2:15][N:16]3[CH2:21][CH2:20][N:19]([CH3:22])[CH2:18][CH2:17]3)=[CH:10][C:9]=2[Cl:30])=[C:4]([F:33])[CH:3]=1.Cl.Cl.[Cl:36]C1C=C(C(C2(O)CCCCC2)CN2CCNCC2)C=CC=1OCC1C=CC=CC=1C(F)(F)F>>[ClH:30].[ClH:36].[Br:1][C:2]1[CH:32]=[CH:31][C:5]([CH2:6][O:7][C:8]2[CH:13]=[CH:12][C:11]([CH:14]([C:23]3([OH:29])[CH2:28][CH2:27][CH2:26][CH2:25][CH2:24]3)[CH2:15][N:16]3[CH2:17][CH2:18][N:19]([CH3:22])[CH2:20][CH2:21]3)=[CH:10][C:9]=2[Cl:30])=[C:4]([F:33])[CH:3]=1 |f:1.2.3,4.5.6|. Procedure details: In an analogous manner to Example 24, 1-{1-[4-[(4-bromo-2-fluorobenzyl)oxy}-3-chlorophenyl]-2-(4-methylpiperazin-1-yl)ethyl]cyclohexanol was prepared from 1-(1-{4-[(4-bromo-2-fluorobenzyl)oxy]-3-chlorophenyl}-2-piperazin-1-ylethyl)cyclohexanol dihydrochloride (See Example 421). MS (ESI) m/z 539; HRMS: calcd for C26H33BrClFN2O2+H+, 539.14707; found (ESI, [M+H]+), 539.1453. Starting materials: CSC1C(NC2=CC=C(C=C12)C(F)(F)F)=O (3-methylthio-5-trifluoromethyloxindole), ClN1C(CCC1=O)=O (N-chlorosuccinimide). The solvent is C(Cl)(Cl)(Cl)Cl (carbon tetrachloride). Yields the product ClC1(C(NC2=CC=C(C=C12)C(F)(F)F)=O)SC (3-chloro-3-methylthio-5-trifluoromethyl oxindole). Reaction SMILES: [CH3:1][S:2][CH:3]1[C:11]2[C:6](=[CH:7][CH:8]=[C:9]([C:12]([F:15])([F:14])[F:13])[CH:10]=2)[NH:5][C:4]1=[O:16].[Cl:17]N1C(=O)CCC1=O>C(Cl)(Cl)(Cl)Cl>[Cl:17][C:3]1([S:2][CH3:1])[C:11]2[C:6](=[CH:7][CH:8]=[C:9]([C:12]([F:15])([F:13])[F:14])[CH:10]=2)[NH:5][C:4]1=[O:16]. Procedure: A solution of 3-methylthio-5-trifluoromethyloxindole (1.40 g, 0.0057 mol) and N-chlorosuccinimide (800 mg, 0.006 mol) in 100 ml of carbon tetrachloride was stirred at room temperature for 1 hour. The precipitated succinimide was removed by filtration, and the filtrate was evaporated to give 3-chloro-3-methylthio-5-trifluoromethyl oxindole as a yellow solid which was dissolved in 30 ml of tetrahydrofuran and added to a vigorously stirred slurry of red mercuric oxide (1.30 g, 5.8 mmol) and boron t...